This data is from the Open Reaction Database (ORD), a public repository of structured organic reaction records. The task is: describe an organic reaction: reactants, conditions, products, and yield Reactants: C1NCC2=CC=CC=C12 (isoindoline), C(C)OC(=O)OC1=C(C=CCCl)C=CC=C1 (o-ethoxycarbonyloxycinnamyl chloride). Procedure: The process for the preparation of this compound and its physical properties will be given below. A solution of 5.8 grams of isoindoline in 20 milliliters of methanol is added dropwise to a solution of 3.3 grams of o-ethoxycarbonyloxycinnamyl chloride in 30 milliliters of methanol, and the resulting mixture is stirred for 1 hour at room temperature. After completion of the reaction, the methanol is distilled off, and the residue is extracted with chloroform. The chloroform layer is then purified... Run at time 1 hour. As a reaction SMILES: [CH2:1]1[C:9]2[C:4](=[CH:5][CH:6]=[CH:7][CH:8]=2)[CH2:3][NH:2]1.C(OC([O:15][C:16]1[CH:25]=[CH:24][CH:23]=[CH:22][C:17]=1[CH:18]=[CH:19][CH2:20]Cl)=O)C>CO>[OH:15][C:16]1[CH:25]=[CH:24][CH:23]=[CH:22][C:17]=1[CH:18]=[CH:19][CH2:20][N:2]1[CH2:3][C:4]2[C:9](=[CH:8][CH:7]=[CH:6][CH:5]=2)[CH2:1]1. Product: OC1=C(C=CCN2CC3=CC=CC=C3C2)C=CC=C1 (N-(o-hydroxycinnamyl)-isoindoline). Yield: 34.8%. Solvent: CO (methanol), CO (methanol). The reactants are NCC1=NC=CC=C1 (2-(Aminomethyl)pyridine), amine, C1(CCCCC1)N1C(=NC2=C1C=CC(=C2)C(=O)O)C2=COC=C2 (1-Cyclohexyl-2-furan-3-yl-1H-benzoimidazole-5-carboxylic acid), C(C1=CC=CC=C1)=N (benzaldehyde imine), C(C)(C)(C)OC(=O)OC1=CC=C(CCl)C=C1 (4-tert-butoxycarbonyloxy-benzyl chloride), C(=O)(C(F)(F)F)O (TFA). As a reaction SMILES: [NH2:1][CH2:2][C:3]1[CH:8]=[CH:7][CH:6]=[CH:5][N:4]=1.C(=N)C1C=CC=CC=1.C(OC([O:24][C:25]1[CH:32]=[CH:31][C:28]([CH2:29]Cl)=[CH:27][CH:26]=1)=O)(C)(C)C.[CH:33]1([N:39]2[C:43]3[CH:44]=[CH:45][C:46]([C:48](O)=[O:49])=[CH:47][C:42]=3[N:41]=[C:40]2[C:51]2[CH:55]=[CH:54][O:53][CH:52]=2)[CH2:38][CH2:37][CH2:36][CH2:35][CH2:34]1.C(O)(C(F)(F)F)=O>>[OH:24][C:25]1[CH:26]=[CH:27][C:28]([CH2:29][CH:2]([NH:1][C:48]([C:46]2[CH:45]=[CH:44][C:43]3[N:39]([CH:33]4[CH2:38][CH2:37][CH2:36][CH2:35][CH2:34]4)[C:40]([C:51]4[CH:55]=[CH:54][O:53][CH:52]=4)=[N:41][C:42]=3[CH:47]=2)=[O:49])[C:3]2[CH:8]=[CH:7][CH:6]=[CH:5][N:4]=2)=[CH:31][CH:32]=1. The product is OC1=CC=C(C=C1)CC(C1=NC=CC=C1)NC(=O)C1=CC2=C(N(C(=N2)C2=COC=C2)C2CCCCC2)C=C1 (Racemic 1-cyclohexyl-2-furan-3-yl-1H-benzimidazole-5-carboxylic acid [2-(4-hydroxy-phenyl)-1-pyridin-2-yl-ethyl]-amide). Procedure: 2-(Aminomethyl)pyridine was converted to its benzaldehyde imine (benzaldehyde in DCM with 4A molecular sieves) and alkylated with 4-tert-butoxycarbonyloxy-benzyl chloride following an adaptation of the procedure described by Y. Wang et al. (Synth. Commun. 1992, 22, 265). The resulting racemic amine was coupled to the carboxylic acid of example 2 under the usual conditions, and deprotected with TFA to give the tide compound of example 38 after purification by preparative C18 reversed-phase HPLC. Starting materials: C(C)OCCN1N=C(C(=C1C(=O)N)[N+](=O)[O-])CC (1-(2-ethoxyethyl)-3-ethyl-4-nitro-1H-pyrazole-5-carboxamide), C(=O)[O-].[NH4+] (ammonium formate). Reagents/catalysts: [OH-].[Pd+2].[OH-] (palladium hydroxide). Run in C(C)O (ethanol). Yields the product NC=1C(=NN(C1C(=O)N)CCOCC)CC (4-amino-1-(2-ethoxyethyl)-3-ethyl-1H-pyrazole-5-carboxamide). The yield is 49.2%. Reaction SMILES: [CH2:1]([O:3][CH2:4][CH2:5][N:6]1[C:10]([C:11]([NH2:13])=[O:12])=[C:9]([N+:14]([O-])=O)[C:8]([CH2:17][CH3:18])=[N:7]1)[CH3:2].C([O-])=O.[NH4+]>C(O)C.[OH-].[Pd+2].[OH-]>[NH2:14][C:9]1[C:8]([CH2:17][CH3:18])=[N:7][N:6]([CH2:5][CH2:4][O:3][CH2:1][CH3:2])[C:10]=1[C:11]([NH2:13])=[O:12] |f:1.2,4.5.6|. Procedure: A mixture of 1-(2-ethoxyethyl)-3-ethyl-4-nitro-1H-pyrazole-5-carboxamide from step 1 (5.70 g, 22 mmol) and palladium hydroxide (1.0 g) in ethanol (110 mL) was treated with ammonium formate (7.01 g, 111 mmol) in four unequal portions at about 10 minute intervals. The resulting mixture was heated under reflux for two hours and then cooled. The mixture was filtered through celite and concentrated. The resulting residue was purified by column chromatography on silica gel using a mixture of ethyl ace...